describe an organic reaction: reactants, conditions, products, and yield From a dataset of the Open Reaction Database (ORD), a public repository of structured organic reaction records. Starting materials: C(#N)C=1C=CC2=C(C(C(O2)=O)(C)C)C1 (5-cyano-2,3-dihydro-3,3-dimethylbenzofuran-2-one), CNC (dimethylamine), solution. Solvent: C(C)OCC (diethyl ether), C(C)O (ethanol). The product is OC1=C(C=C(C=C1)C#N)C(C(=O)N(C)C)(C)C (2-(2-Hydroxy-5-cyanophenyl)-2-methyl N,N-dimethyl-propanoamide). As a reaction SMILES: [C:1]([C:3]1[CH:4]=[CH:5][C:6]2[O:10][C:9](=[O:11])[C:8]([CH3:13])([CH3:12])[C:7]=2[CH:14]=1)#[N:2].[CH3:15][NH:16][CH3:17]>C(OCC)C.C(O)C>[OH:10][C:6]1[CH:5]=[CH:4][C:3]([C:1]#[N:2])=[CH:14][C:7]=1[C:8]([CH3:13])([CH3:12])[C:9]([N:16]([CH3:17])[CH3:15])=[O:11]. Procedure details: A suspension of 5-cyano-2,3-dihydro-3,3-dimethylbenzofuran-2-one (3.7 g), prepared as in Example 3, in diethyl ether (50 ml) was treated with a solution of dimethylamine in ethanol (8.6 ml of a 20.8% solution) portionwise with stirring at room temperature. The mixture was stirred for two hours, and the product was isolated by filtration, yield 4 g, mp 146°-148° C. Starting materials: CCOC(=O)c1nc(C)n(-c2ccc(OC)c(C(F)(F)F)c2)c1C, C[Si](C)(C)[N-][Si](C)(C)C, CC(=O)O, Cc1ccccc1, Cc1ccnc(Cl)c1, [K+]. Yields the product COc1ccc(-n2c(C)nc(C(=O)Cc3ccnc(Cl)c3)c2C)cc1C(F)(F)F. Reaction SMILES: [CH2:1]([O:2][C:4](=[O:5])[c:6]1[n:7][c:8]([CH3:24])[n:9](-[c:12]2[cH:13][c:14]([C:20]([F:21])([F:22])[F:23])[c:15]([O:18][CH3:19])[cH:16][cH:17]2)[c:10]1[CH3:11])[CH3:3].[CH3:33][Si:34]([N-:35][Si:36]([CH3:37])([CH3:38])[CH3:39])([CH3:40])[CH3:41].[CH3:43][C:44](=[O:45])[OH:46].[CH3:47][c:48]1[cH:49][cH:50][cH:51][cH:52][cH:53]1.[Cl:25][c:26]1[n:27][cH:28][cH:29][c:30]([CH3:32])[cH:31]1.[K+:42]>>[C:4](=[O:5])([c:6]1[n:7][c:8]([CH3:24])[n:9](-[c:12]2[cH:13][c:14]([C:20]([F:21])([F:22])[F:23])[c:15]([O:18][CH3:19])[cH:16][cH:17]2)[c:10]1[CH3:11])[CH2:32][c:30]1[cH:29][cH:28][n:27][c:26]([Cl:25])[cH:31]1.